This data is from the Open Reaction Database (ORD), a public repository of structured organic reaction records. The task is: describe an organic reaction: reactants, conditions, products, and yield Starting materials: CN1C2CCC1CC(N1c3ccccc3Sc3cc(Br)ccc31)C2, CCN(C(C)C)C(C)C, CC(Cl)OC(=O)Cl, ClCCCl. The product is Brc1ccc2c(c1)Sc1ccccc1N2C1CC2CCC(C1)N2. As a reaction SMILES: [Br:1][c:2]1[cH:3][cH:4][c:5]2[c:14]([cH:15]1)[S:13][c:12]1[c:7]([cH:8][cH:9][cH:10][cH:11]1)[N:6]2[CH:16]1[CH2:17][CH:18]2[CH2:19][CH2:20][CH:21]([CH2:22]1)[N:23]2[CH3:24].[CH:32]([N:33]([CH:34]([CH3:35])[CH3:36])[CH2:37][CH3:38])([CH3:39])[CH3:40].[Cl:25][C:26]([O:27][CH:28]([Cl:29])[CH3:30])=[O:31].[Cl:41][CH2:42][CH2:43][Cl:44]>>[Br:1][c:2]1[cH:3][cH:4][c:5]2[c:14]([cH:15]1)[S:13][c:12]1[c:7]([cH:8][cH:9][cH:10][cH:11]1)[N:6]2[CH:16]1[CH2:17][CH:18]2[CH2:19][CH2:20][CH:21]([CH2:22]1)[NH:23]2. The reactants are BrC1=CC(=C(C=C1)NC1=C(C(=O)NOCC)C=CN=C1)C (3-[(4-Bromo-2-methylphenyl)amino]-N-ethoxyisonicotinamide), ClC1=CC(=CC=C1)C(=O)OO (3-chloroperbenzoic acid). Run in C(Cl)Cl (DCM). Product: BrC1=CC(=C(C=C1)NC1=C(C(=O)NOCC)C=C[N+](=C1)[O-])C (3-[(4-Bromo-2-methylphenyl)amino]-N-ethoxyisonicotinamide 1-oxide). Isolated yield 44.0%. RXN SMILES: [Br:1][C:2]1[CH:7]=[CH:6][C:5]([NH:8][C:9]2[CH:20]=[N:19][CH:18]=[CH:17][C:10]=2[C:11]([NH:13][O:14][CH2:15][CH3:16])=[O:12])=[C:4]([CH3:21])[CH:3]=1.ClC1C=CC=C(C(OO)=[O:30])C=1>C(Cl)Cl>[Br:1][C:2]1[CH:7]=[CH:6][C:5]([NH:8][C:9]2[CH:20]=[N+:19]([O-:30])[CH:18]=[CH:17][C:10]=2[C:11]([NH:13][O:14][CH2:15][CH3:16])=[O:12])=[C:4]([CH3:21])[CH:3]=1. Procedure details: 3-[(4-Bromo-2-methylphenyl)amino]-N-ethoxyisonicotinamide 3b (80.0 mg, 0.228 mmol) was dissolved in 4 ml dry DCM and 3-chloroperbenzoic acid (73% pure, 60 mg) was added at ambient temperature. After 2 h the solvent was removed in vacuo and the crude material was purified by flash chromatography using silica gel and a gradient of 0-10% methanol in DCM as eluent to give 37 mg (101 μmol; 44% yield) of pure desired product.